Dataset: the Open Reaction Database (ORD), a public repository of structured organic reaction records. Task: describe an organic reaction: reactants, conditions, products, and yield Reactants: [N+](=O)([O-])C1=C2C(C(=O)OC2=O)=CC=C1 (3-nitrophthalic anhydride), NC1=CC=CC2=CC=C(C=C12)O (1-amino-7-naphthol), C(C)(=O)O (acetic acid). The solvent is O (water). Yields the product [N+](=O)([O-])C1=C2C(C(=O)N(C2=O)C2=CC=CC3=CC=C(C=C23)O)=CC=C1 (1-(3-nitrophthalimidyl)-7-hydroxynaphthalene). The yield is 71.8%. RXN SMILES: [N+:1]([C:4]1[CH:14]=[CH:13][CH:12]=[C:6]2[C:7]([O:9][C:10](=[O:11])[C:5]=12)=O)([O-:3])=[O:2].[NH2:15][C:16]1[C:25]2[C:20](=[CH:21][CH:22]=[C:23]([OH:26])[CH:24]=2)[CH:19]=[CH:18][CH:17]=1.C(O)(=O)C>O>[N+:1]([C:4]1[CH:14]=[CH:13][CH:12]=[C:6]2[C:7]([N:15]([C:16]3[C:25]4[C:20](=[CH:21][CH:22]=[C:23]([OH:26])[CH:24]=4)[CH:19]=[CH:18][CH:17]=3)[C:10](=[O:11])[C:5]=12)=[O:9])([O-:3])=[O:2]. Reported procedure: The starting material used in the above example can be prepared as follows: A mixture of 1.93 g (0.01 mol) of 3-nitrophthalic anhydride, 1.59 g (0.01 mol) of 1-amino-7-naphthol and 30 ml of acetic acid is refluxed for 17 hours. The resulting suspension is stirred with 300 ml of water, then filtered and the filter residue is then washed with water and dried. 2.9 g of crude product are obtained and are extracted with chloroform. The chloroform extract is stirred with 4 g of silica gel, filtered wi... The reactants are CCOC(=O)C1(C2CCN(Cc3ccccc3)CC2)CCCC1, [K+], [OH-], OCCO. As a reaction SMILES: [CH2:1]([c:2]1[cH:3][cH:4][cH:5][cH:6][cH:7]1)[N:8]1[CH2:9][CH2:10][CH:11]([C:14]2([C:19](=[O:20])[O:21][CH2:22][CH3:23])[CH2:15][CH2:16][CH2:17][CH2:18]2)[CH2:12][CH2:13]1.[K+:25].[OH-:24].[OH:26][CH2:27][CH2:28][OH:29]>>[CH2:1]([c:2]1[cH:3][cH:4][cH:5][cH:6][cH:7]1)[N:8]1[CH2:9][CH2:10][CH:11]([C:14]2([C:19](=[O:20])[OH:21])[CH2:15][CH2:16][CH2:17][CH2:18]2)[CH2:12][CH2:13]1. Yields the product O=C(O)C1(C2CCN(Cc3ccccc3)CC2)CCCC1. The reactants are CN1CC2=C(N(C=3C=CC(=CC23)C)CC#N)CC1 (2-(1,2,3,4-tetrahydro-2,8-dimethylpyrido[4,3-b]indol-5-yl)acetonitrile), [H-].C(C(C)C)[Al+]CC(C)C (diisobutylaluminum hydride). The solvent is C1(=CC=CC=C1)C (toluene). Yields the product CN1CC2=C(N(C=3C=CC(=CC23)C)CCN)CC1 (2-(1,2,3,4-tetrahydro-2,8-dimethylpyrido[4,3-b]indol-5-yl)ethanamine). The yield is 51.4%. Reaction SMILES: [CH3:1][N:2]1[CH2:18][CH2:17][C:5]2[N:6]([CH2:14][C:15]#[N:16])[C:7]3[CH:8]=[CH:9][C:10]([CH3:13])=[CH:11][C:12]=3[C:4]=2[CH2:3]1.[H-].C([Al+]CC(C)C)C(C)C>C1(C)C=CC=CC=1>[CH3:1][N:2]1[CH2:18][CH2:17][C:5]2[N:6]([CH2:14][CH2:15][NH2:16])[C:7]3[CH:8]=[CH:9][C:10]([CH3:13])=[CH:11][C:12]=3[C:4]=2[CH2:3]1 |f:1.2|. Procedure: 2-(1,2,3,4-tetrahydro-2,8-dimethylpyrido[4,3-b]indol-5-yl)acetonitrile (500 mg, 2 mmol) was treated with diisobutylaluminum hydride (6.2 ml, 6.2 mmol) in toluene (10 ml) at 80° C. to obtain 250 mg of 2-(1,2,3,4-tetrahydro-2,8-dimethylpyrido[4,3-b]indol-5-yl)ethanamine after purification on silica gel (230-400 mesh) chromatography eluting with methanol-dichloromethane gradient. Starting materials: Cl (hydrochloric acid), Cl.[N+](=O)([O-])C1=CC=C2CCNC(C2=C1)CCC (7-nitro-1-propyl-1,2,3,4-tetrahydroisoquinoline hydrochloride), C(=O)O (formic acid), [OH-].[NH4+] (ammonium hydroxide). The solvent is C(C)O (ethanol), C=O (formaldehyde), C(C)O (ethanol). Yields the product Cl.CN1C(C2=CC(=CC=C2CC1)[N+](=O)[O-])CCC (2-Methyl-7-nitro-1-propyl-1,2,3,4-tetrahydroisoquinoline hydrochloride). Isolated yield 49.0%. RXN SMILES: [ClH:1].[N+:2]([C:5]1[CH:14]=[C:13]2[C:8]([CH2:9][CH2:10][NH:11][CH:12]2[CH2:15][CH2:16][CH3:17])=[CH:7][CH:6]=1)([O-:4])=[O:3].[OH-].[NH4+].Cl.[CH:21](O)=O>C=O.C(O)C>[ClH:1].[CH3:21][N:11]1[CH2:10][CH2:9][C:8]2[C:13](=[CH:14][C:5]([N+:2]([O-:4])=[O:3])=[CH:6][CH:7]=2)[CH:12]1[CH2:15][CH2:16][CH3:17] |f:0.1,2.3,8.9|. Reported procedure: A solution of 7-nitro-1-propyl-1,2,3,4-tetrahydroisoquinoline hydrochloride (2.50 g, 9.74 mmol) in formic acid (6.0 ml) and aqueous formaldehyde (9.0 ml) was heated at reflux for 1 h. The cooled solution was poured onto ice, made basic with concentrated ammonium hydroxide, and extracted with dichloromethane. The dried (magnesium sulfate) extracts were concentrated to give an oil which was taken up in ethanol and hydrochloric acid in ethanol was added until acidic. Since no precipitate formed on ... Starting materials: CC1=CSC=C1 (3-methylthiophene), ClS(=O)(=O)O (chlorosulfonic acid), [OH-].[NH4+] (ammonium hydroxide). Solvent: C(Cl)(Cl)Cl (chloroform). The product is CC1=C(SC=C1)S(=O)(=O)N (3-methyl-2-thiophenesulfonamide). RXN SMILES: [CH3:1][C:2]1[CH:6]=[CH:5][S:4][CH:3]=1.Cl[S:8]([OH:11])(=O)=[O:9].[OH-].[NH4+:13]>C(Cl)(Cl)Cl>[CH3:1][C:2]1[CH:6]=[CH:5][S:4][C:3]=1[S:8]([NH2:13])(=[O:11])=[O:9] |f:2.3|. Procedure: The procedure of Example 3A was followed with 3-methylthiophene (10.0 g, 102 mmole), chlorosulfonic acid (29.58 g, 255 mmoles) in chloroform (200 ml), concentrated ammonium hydroxide, to provide 3-methyl-2-thiophenesulfonamide. Starting materials: C1(O)=CC=C(O)C=C1 (hydroquinone), C(OC)(OC)=O (dimethyl carbonate), C1(=CC=CC=C1)P(C1=CC=CC=C1)C1=CC=CC=C1 (triphenylphosphine). The product is COC1=CC=C(O)C=C1 (hydroquinone monomethyl ether). Yield: 97.0%. RXN SMILES: [C:1]1([CH:8]=[CH:7][C:5]([OH:6])=[CH:4][CH:3]=1)[OH:2].[C:9](=O)(OC)OC.C1(P(C2C=CC=CC=2)C2C=CC=CC=2)C=CC=CC=1>>[CH3:9][O:2][C:1]1[CH:8]=[CH:7][C:5]([OH:6])=[CH:4][CH:3]=1. Procedure: 22 parts of hydroquinone, 18 parts of dimethyl carbonate and one part of triphenylphosphine are kept for 15 hours at 190° C. Working up takes place as described in Example 23. 3 parts (97% of theory, based on converted hydroquinone) of hydroquinone monomethyl ether of boiling point 57° C. are obtained. The conversion is 12 percent. Starting materials: ( 23 ), C1=CC=CC=C1 (benzene), ClC(C(=O)Cl)Cl (dichloroacetyl chloride), C1=CC=CC=C1 (benzene), CC1(OC(C(N1)C)C1=CC=CC=C1)C (2,2,4-trimethyl-5-phenyl oxazolidine). Solvent: C(C)N(CC)CC (triethylamine). Run at time 30 minute. The product is CC1(OC(C(N1C(C(Cl)Cl)=O)C)C1=CC=CC=C1)C (2,2,4-trimethyl-3-dichloroacetyl-5-phenyl oxazolidine). Reaction SMILES: C1C=CC=CC=1.[CH3:7][C:8]1([CH3:20])[NH:12][CH:11]([CH3:13])[CH:10]([C:14]2[CH:19]=[CH:18][CH:17]=[CH:16][CH:15]=2)[O:9]1.[Cl:21][CH:22]([Cl:26])[C:23](Cl)=[O:24]>C(N(CC)CC)C>[CH3:20][C:8]1([CH3:7])[N:12]([C:23](=[O:24])[CH:22]([Cl:26])[Cl:21])[CH:11]([CH3:13])[CH:10]([C:14]2[CH:19]=[CH:18][CH:17]=[CH:16][CH:15]=2)[O:9]1. Reported procedure: Twenty-three (23) ml. of a benzene solution containing 5.7 g. of 2,2,4-trimethyl-5-phenyl oxazolidine was mixed with 25 ml. of benzene and 3.1 g. of triethylamine and stripped at room temperature, while 4.4 g. of dichloroacetyl chloride was added dropwise. After standing for about 30 minutes, the mixture was washed with water, separated, dried over magnesium sulfate and stripped under vacuum. The product which crystallized was extracted with ether and precipitated with pentane. There was obtaine...